From a dataset of the Open Reaction Database (ORD), a public repository of structured organic reaction records. describe an organic reaction: reactants, conditions, products, and yield Starting materials: ClC(C(=O)ON=C(C(=O)O)C1=CC=CC=C1)Cl (2-(2,2-dichloroacetoxyimino)-2-phenylacetic acid), N (ammonia), ONCCCP(O)(O)=O (3-(N-hydroxyamino)propylphosphonic acid), C/C(=N\[Si](C)(C)C)/O[Si](C)(C)C (N,O-bis(trimethylsilyl)acetamide), O=P12OP3(=O)OP(=O)(O1)OP(=O)(O2)O3 (phosphorus pentoxide), [Cl-].[Na+] (sodium chloride). The solvent is O (water), C(Cl)Cl (methylene chloride), CO (methanol), O (water), C(Cl)Cl (methylene chloride), C(Cl)Cl (methylene chloride). Reaction conditions: time 20 minute. Yields the product monoammonium, ON(C(C(C1=CC=CC=C1)=NO)=O)CCCP(O)(O)=O (3-[N-hydroxy-N-(2-hydroxyimino-2-phenylacetyl)amino]-propylphosphonic acid). The yield is 43.0%. Reaction SMILES: ClC(Cl)C([O:5][N:6]=[C:7]([C:11]1[CH:16]=[CH:15][CH:14]=[CH:13][CH:12]=1)[C:8]([OH:10])=O)=O.O=P12OP3(OP(OP(O3)(O1)=O)(=O)O2)=O.[OH:32][NH:33][CH2:34][CH2:35][CH2:36][P:37](=[O:40])([OH:39])[OH:38].C/C(/O[Si](C)(C)C)=N\[Si](C)(C)C.[Cl-].[Na+].N>C(Cl)Cl.O.CO>[OH:32][N:33]([CH2:34][CH2:35][CH2:36][P:37](=[O:38])([OH:40])[OH:39])[C:8](=[O:10])[C:7](=[N:6][OH:5])[C:11]1[CH:12]=[CH:13][CH:14]=[CH:15][CH:16]=1 |f:4.5|. Procedure: To a suspension of 2-(2,2-dichloroacetoxyimino)-2-phenylacetic acid (3.06 g.) in methylene chloride (20 ml.) was added phosphorus pentoxide (2.28 g.) under ice-cooling, and the mixture was stirred for 20 minutes at the same temperature and then evaporated to dryness under reduced pressure to give a residue, which was dissolved in methylene chloride (10 ml.). This solution was added dropwise to a solution of 3-(N-hydroxyamino)propylphosphonic acid (1.55 g.) and N,O-bis(trimethylsilyl)acetamide (1...